From a dataset of the Open Reaction Database (ORD), a public repository of structured organic reaction records. describe an organic reaction: reactants, conditions, products, and yield The solvent is ClCCl (dichloromethane). Reactants: FC1=C(C=CC(=C1)I)NC=1C(=NN(C(C1)=O)C)C(=O)O (4-(2-fluoro-4-iodophenylamino)-1-methyl-6-oxo-1,6-dihydropyridazine-3-carboxylic acid), CN(C=O)C (dimethylformamide), C(CC(=O)Cl)(=O)Cl (Malonyl chloride). Procedure: A solution of 4-(2-fluoro-4-iodophenylamino)-1-methyl-6-oxo-1,6-dihydropyridazine-3-carboxylic acid (939 mg, 2.413 mmol) in dichloromethane (60 mL) in the presence of dimethylformamide (8.0 mL) was cooled to 0° C. Malonyl chloride (1.26 mL, 14.48 mmol) was added and stirred at room temperature for 1 hour. The reaction mixture was evaporated and partitioned between ethyl acetate and 1M aqueous ammonium chloride. The aqueous layer was extracted 1× with ethyl acetate. The combined organic layers we... Conditions: time 1 hour. As a reaction SMILES: [F:1][C:2]1[CH:7]=[C:6]([I:8])[CH:5]=[CH:4][C:3]=1[NH:9][C:10]1[C:11]([C:18]([OH:20])=O)=[N:12][N:13]([CH3:17])[C:14](=[O:16])[CH:15]=1.CN(C)C=O.C(Cl)(=O)CC([Cl:30])=O>ClCCl>[F:1][C:2]1[CH:7]=[C:6]([I:8])[CH:5]=[CH:4][C:3]=1[NH:9][C:10]1[C:11]([C:18]([Cl:30])=[O:20])=[N:12][N:13]([CH3:17])[C:14](=[O:16])[CH:15]=1. Yields the product FC1=C(C=CC(=C1)I)NC=1C(=NN(C(C1)=O)C)C(=O)Cl (4-(2-fluoro-4-iodophenylamino)-1-methyl-6-oxo-1,6-dihydropyridazine-3-carbonyl chloride). The reactants are FC=1C=CC(=C(C(=O)N(C2=CC=C(C=N2)C(=O)OC)C(C2=C(C=CC(=C2)F)C)=O)C1)C (methyl 6-[[bis(5-fluoro-2-methylbenzoyl)]amino]pyridine-3-carboxylate), [OH-].[Na+] (NaOH). Run in CO.O1CCCC1 (methanol tetrahydrofuran). Reaction conditions: time 16 hour. The product is FC=1C=CC(=C(C(=O)NC2=CC=C(C=N2)C(=O)O)C1)C (6-[(5-fluoro-2-methylbenzoyl) amino]pyridine-3-carboxylic acid). The yield is 81.2%. Reaction SMILES: [F:1][C:2]1[CH:3]=[CH:4][C:5]([CH3:31])=[C:6]([CH:30]=1)[C:7]([N:9](C(=O)C1C=C(F)C=CC=1C)[C:10]1[N:15]=[CH:14][C:13]([C:16]([O:18]C)=[O:17])=[CH:12][CH:11]=1)=[O:8].[OH-].[Na+]>CO.O1CCCC1>[F:1][C:2]1[CH:3]=[CH:4][C:5]([CH3:31])=[C:6]([CH:30]=1)[C:7]([NH:9][C:10]1[N:15]=[CH:14][C:13]([C:16]([OH:18])=[O:17])=[CH:12][CH:11]=1)=[O:8] |f:1.2,3.4|. Procedure: A mixture of 12.0 g of methyl 6-[[bis(5-fluoro-2-methylbenzoyl)]amino]pyridine-3-carboxylate, 60 ml of methanol-tetrahydrofuran (1:1) and 23 ml of 5 N NaOH is stirred at room temperature for 16 hours. The mixture is concentrated under vacuum, diluted with 25 ml of water, cooled and acidified with 1N HCl. The mixture is filtered and the solid washed with water to give 6.3 g of the product as a white solid. Starting materials: Cl.FC1(CNCC1)F (3,3-Difluoropyrrolidine hydrochloride), ice water, C([O-])([O-])=O.[K+].[K+] (potassium carbonate), ClC1=CC(=C(N)C=C1Cl)[N+](=O)[O-] (4,5-dichloro-2-nitroaniline). Solvent: CN(C)C=O (DMF). Run at temperature 130 celsius. Yields the product ClC1=CC(=C(N)C=C1N1CC(CC1)(F)F)[N+](=O)[O-] (4-Chloro-5-(3,3-difluoropyrrolidin-1-yl)-2-nitroaniline). Reaction SMILES: Cl.[F:2][C:3]1([F:8])[CH2:7][CH2:6][NH:5][CH2:4]1.C(=O)([O-])[O-].[K+].[K+].[Cl:15][C:16]1[C:22](Cl)=[CH:21][C:19]([NH2:20])=[C:18]([N+:24]([O-:26])=[O:25])[CH:17]=1>CN(C=O)C>[Cl:15][C:16]1[C:22]([N:5]2[CH2:6][CH2:7][C:3]([F:8])([F:2])[CH2:4]2)=[CH:21][C:19]([NH2:20])=[C:18]([N+:24]([O-:26])=[O:25])[CH:17]=1 |f:0.1,2.3.4|. Procedure: 3,3-Difluoropyrrolidine hydrochloride (3.12 g, 21.7 mmol) followed by potassium carbonate (4.00 g, 29.0 mmol) were added to 4,5-dichloro-2-nitroaniline (3.00 g, 14.5 mmol) in DMF (60 mL). The reaction mixture was stirred at 130° C. over the weekend. After cooling the reaction mixture was poured into ice-water and extracted with EtOAc. The combined organic layers were washed with water, dried, concentrated and the crude was purified by chromatography to give the sub-title compound. Starting materials: C([O-])(O)=O.[Na+] (sodium bicarbonate), BrC=1C(=NC(=CC1)N1CC(C1)(C)O)[C@H](CC1=CC(=CC(=C1)F)F)NC(CN1N=C(C2=C1C([C@H]1[C@@H]2C1)(F)F)C(F)F)=O (N—((S)-1-(3-bromo-6-(3-hydroxy-3-methylazetidin-1-yl)pyridin-2-yl)-2-(3,5-difluorophenyl)ethyl)-2-((3bS,4aR)-3-(difluoromethyl)-5,5-difluoro-3b,4,4a,5-tetrahydro-1H-cyclopropa[3,4]cyclopenta[1,2-c]pyrazol-1-yl)acetamide), CN1N=C(C2=CC=CC(=C12)B1OC(C(O1)(C)C)(C)C)NS(=O)(=O)C (N-(1-methyl-7-(4,4,5,5-tetramethyl-1,3,2-dioxaborolan-2-yl)-1H-indazol-3-yl)methanesulfonamide). The reagents and catalysts are C1CCC(CC1)P(C2CCCCC2)C3CCCCC3.C1CCC(CC1)P(C2CCCCC2)C3CCCCC3.Cl[Pd]Cl (PdCl2[P(Cy)3]2). The solvent is O1CCOCC1 (1,4-dioxane). Conditions: temperature 150 celsius. Yields the product FC(C=1C2=C(N(N1)CC(=O)N[C@@H](CC1=CC(=CC(=C1)F)F)C1=NC(=CC=C1C=1C=CC=C3C(=NN(C13)C)NS(=O)(=O)C)N1CC(C1)(C)O)C([C@H]1[C@@H]2C1)(F)F)F (2-((3bS,4aR)-3-(difluoromethyl)-5,5-difluoro-3b,4,4a,5-tetrahydro-1H-cyclopropa[3,4]cyclopenta[1,2-c]pyrazol-1-yl)-N—((S)-2-(3,5-difluorophenyl)-1-(6-(3-hydroxy-3-methylazetidin-1-yl)-3-(1-methyl-3-(methylsulfonamido)-1H-indazol-7-yl)pyridin-2-yl)ethyl)acetamide). RXN SMILES: Br[C:2]1[C:3]([C@@H:14]([NH:24][C:25](=[O:41])[CH2:26][N:27]2[C:31]3[C:32]([F:37])([F:36])[C@@H:33]4[CH2:35][C@@H:34]4[C:30]=3[C:29]([CH:38]([F:40])[F:39])=[N:28]2)[CH2:15][C:16]2[CH:21]=[C:20]([F:22])[CH:19]=[C:18]([F:23])[CH:17]=2)=[N:4][C:5]([N:8]2[CH2:11][C:10]([OH:13])([CH3:12])[CH2:9]2)=[CH:6][CH:7]=1.[CH3:42][N:43]1[C:51]2[C:46](=[CH:47][CH:48]=[CH:49][C:50]=2B2OC(C)(C)C(C)(C)O2)[C:45]([NH:61][S:62]([CH3:65])(=[O:64])=[O:63])=[N:44]1.C(=O)(O)[O-].[Na+]>C1CCC(P(C2CCCCC2)C2CCCCC2)CC1.C1CCC(P(C2CCCCC2)C2CCCCC2)CC1.Cl[Pd]Cl.O1CCOCC1>[F:40][CH:38]([F:39])[C:29]1[C:30]2[C@H:34]3[CH2:35][C@H:33]3[C:32]([F:37])([F:36])[C:31]=2[N:27]([CH2:26][C:25]([NH:24][C@H:14]([C:3]2[C:2]([C:50]3[CH:49]=[CH:48][CH:47]=[C:46]4[C:51]=3[N:43]([CH3:42])[N:44]=[C:45]4[NH:61][S:62]([CH3:65])(=[O:64])=[O:63])=[CH:7][CH:6]=[C:5]([N:8]3[CH2:9][C:10]([OH:13])([CH3:12])[CH2:11]3)[N:4]=2)[CH2:15][C:16]2[CH:21]=[C:20]([F:22])[CH:19]=[C:18]([F:23])[CH:17]=2)=[O:41])[N:28]=1 |f:2.3,4.5.6|. Reported procedure: In a microwave tube were charged with of N—((S)-1-(3-bromo-6-(3-hydroxy-3-methylazetidin-1-yl)pyridin-2-yl)-2-(3,5-difluorophenyl)ethyl)-2-((3bS,4aR)-3-(difluoromethyl)-5,5-difluoro-3b,4,4a,5-tetrahydro-1H-cyclopropa[3,4]cyclopenta[1,2-c]pyrazol-1-yl)acetamide (45 mg, 0.07 mmol), N-(1-methyl-7-(4,4,5,5-tetramethyl-1,3,2-dioxaborolan-2-yl)-1H-indazol-3-yl)methanesulfonamide (36 mg, 0.1 mmol) and PdCl2[P(Cy)3]2 (5 mg, 0.007 mmol). To the mixture was added 1.4 mL of 1,4-dioxane and 0.2 mL of sodium... Reactants: C(C1=CC=CC=C1)OCCC(C)=O (4-benzyloxy-2-butanone), ClC1=CC=C(C=C1)S(=O)(=O)C1=CCOC2=C(C=CC(=C12)F)F (4-(4-Chloro-benzenesulfonyl)-5,8-difluoro-2H-chromene), C(C)(C)NC(C)C (Diisopropylamine), C(CCC)[Li] (n-Butyllithium). Solvent: C(C)(=O)OCC (Ethyl acetate), C1CCOC1 (THF), C1CCOC1 (THF), C1CCOC1 (THF), O (water). Conditions: temperature 0 celsius, time 10 minute. Product: C(C1=CC=CC=C1)OCCC(CC1COC2=C(C=CC(=C2C1S(=O)(=O)C1=CC=C(C=C1)Cl)F)F)=O (4-Benzyloxy-1-[4-(4-chloro-benzenesulfonyl)-5,8-difluoro-chroman-3-yl]-butan-2-one). Reaction SMILES: C(NC(C)C)(C)C.C([Li])CCC.[CH2:13]([O:20][CH2:21][CH2:22][C:23](=[O:25])[CH3:24])[C:14]1[CH:19]=[CH:18][CH:17]=[CH:16][CH:15]=1.[Cl:26][C:27]1[CH:32]=[CH:31][C:30]([S:33]([C:36]2[C:45]3[C:40](=[C:41]([F:47])[CH:42]=[CH:43][C:44]=3[F:46])[O:39][CH2:38][CH:37]=2)(=[O:35])=[O:34])=[CH:29][CH:28]=1>C1COCC1.C(OCC)(=O)C.O>[CH2:13]([O:20][CH2:21][CH2:22][C:23](=[O:25])[CH2:24][CH:37]1[CH:36]([S:33]([C:30]2[CH:29]=[CH:28][C:27]([Cl:26])=[CH:32][CH:31]=2)(=[O:35])=[O:34])[C:45]2[C:40](=[C:41]([F:47])[CH:42]=[CH:43][C:44]=2[F:46])[O:39][CH2:38]1)[C:14]1[CH:19]=[CH:18][CH:17]=[CH:16][CH:15]=1. Reported procedure: Diisopropylamine (1.23 g, 12.2 mmole) was dissolved in 150 ml dry THF and the reaction was cooled to 0° C. n-Butyllithium (2.5 ml in Hexane, 4.5 ml, 11.2 mmole) was added and the reaction was stirred at 0° C. for 10 minutes. The reaction was cooled to −100° C. and 4-benzyloxy-2-butanone (1.83 g, 10.3 mmole) in 50 ml dry THF (pre-cooled to −78° C.) was added. The reaction was stirred for 30 minutes at −78° C. 4-(4-Chloro-benzenesulfonyl)-5,8-difluoro-2H-chromene (3.2 g, 9.36 mmole) in 20 ml THF (... Reactants: COc1cccc(-c2cc(F)ccc2C2Cc3nc(N)nc(C)c3C(=NOCCC3COC(C)(C)O3)N2)n1, Cl. Yields the product COc1cccc(-c2cc(F)ccc2C2Cc3nc(N)nc(C)c3C(=NO)N2)n1. RXN SMILES: [CH3:1][C:2]1([CH3:3])[O:4][CH:5]([CH2:6][CH2:7][O:9][N:10]=[C:11]2[NH:12][CH:13]([c:23]3[c:24](-[c:30]4[n:31][c:32]([O:36][CH3:37])[cH:33][cH:34][cH:35]4)[cH:25][c:26]([F:29])[cH:27][cH:28]3)[CH2:14][c:15]3[n:16][c:17]([NH2:22])[n:18][c:19]([CH3:21])[c:20]32)[CH2:8][O:38]1.[ClH:39]>>[OH:9][N:10]=[C:11]1[NH:12][CH:13]([c:23]2[c:24](-[c:30]3[n:31][c:32]([O:36][CH3:37])[cH:33][cH:34][cH:35]3)[cH:25][c:26]([F:29])[cH:27][cH:28]2)[CH2:14][c:15]2[n:16][c:17]([NH2:22])[n:18][c:19]([CH3:21])[c:20]21. The reactants are ClC=1C=C(C(=NC1)NC=1C=NC(=CC1)OC)C1=NC(=NC(=N1)C)N(CC1=CC=C(C=C1)OC)CC1=CC=C(C=C1)OC (4-(5-chloro-2-(6-methoxypyridin-3-ylamino)pyridin-3-yl)-N,N-bis(4-methoxybenzyl)-6-methyl-1,3,5-triazin-2-amine), CC1=CC=C(C=N1)B(O)O (6-methylpyridin-3-ylboronic acid). The product is NC1=NC(=NC(=N1)C)C=1C=C(C=NC1NC=1C=NC(=CC1)OC)C=1C=NC(=CC1)C (5-(4-Amino-6-Methyl-1,3,5-Triazin-2-yl)-N-(6-Methoxypyridin-3-yl)-6′-Methyl-3,3′-Bipyridin-6-Amine), solid. Yield: 56.0%. Reaction SMILES: Cl[C:2]1[CH:3]=[C:4]([C:17]2[N:22]=[C:21]([CH3:23])[N:20]=[C:19]([N:24](CC3C=CC(OC)=CC=3)CC3C=CC(OC)=CC=3)[N:18]=2)[C:5]([NH:8][C:9]2[CH:10]=[N:11][C:12]([O:15][CH3:16])=[CH:13][CH:14]=2)=[N:6][CH:7]=1.[CH3:43][C:44]1[N:49]=[CH:48][C:47](B(O)O)=[CH:46][CH:45]=1>>[NH2:24][C:19]1[N:20]=[C:21]([CH3:23])[N:22]=[C:17]([C:4]2[CH:3]=[C:2]([C:47]3[CH:48]=[N:49][C:44]([CH3:43])=[CH:45][CH:46]=3)[CH:7]=[N:6][C:5]=2[NH:8][C:9]2[CH:10]=[N:11][C:12]([O:15][CH3:16])=[CH:13][CH:14]=2)[N:18]=1. Procedure details: The title compound was prepared in an analogous manner to that described in Example 247 using 4-(5-chloro-2-(6-methoxypyridin-3-ylamino)pyridin-3-yl)-N,N-bis(4-methoxybenzyl)-6-methyl-1,3,5-triazin-2-amine and 6-methylpyridin-3-ylboronic acid (40.5 mg, 0.296 mmol) (Frontier Scientific), and was isolated as a yellow crystalline solid (56%). m/z (ESI, +ve ion) 401.0 (M+H)+. 1H NMR (400 MHz, d6-DMSO) δ 11.85 (1H, s); 9.03 (1H, d, J=2.7 Hz); 8.77 (1H, d, J=2.2 Hz); 8.67 (1H, d, J=2.5 Hz); 8.56 (1H, ... RXN SMILES: [CH3:1][O:2][c:3]1[cH:4][c:5]2[c:10]([cH:11][cH:12]1)[CH2:9][C:8](=[O:13])[CH2:7][CH2:6]2.[CH3:27][OH:28].[CH3:29][C:30](=[O:31])[OH:32].[CH:33]([OH:34])([CH3:35])[CH3:36].[ClH:26].[H:24][H:25].[NH2:14][CH2:15][CH:16]([OH:17])[c:18]1[cH:19][cH:20][cH:21][cH:22][cH:23]1>>[CH3:1][O:2][c:3]1[cH:4][c:5]2[c:10]([cH:11][cH:12]1)[CH2:9][CH:8]([NH:14][CH2:15][CH:16]([OH:17])[c:18]1[cH:19][cH:20][cH:21][cH:22][cH:23]1)[CH2:7][CH2:6]2.[ClH:26]. Reactants: COc1ccc2c(c1)CCC(=O)C2, CO, CC(=O)O, CC(C)O, Cl, [H][H], NCC(O)c1ccccc1. Product: COc1ccc2c(c1)CCC(NCC(O)c1ccccc1)C2, Cl.